Dataset: the Open Reaction Database (ORD), a public repository of structured organic reaction records. Task: describe an organic reaction: reactants, conditions, products, and yield Reactants: C(C)(C)(C)OC(=O)N1CCC(CC1)C(=O)OCC (ethyl 1-tert-butoxycarbonylpiperidine-4-carboxylate), C1CCOC1 (THF), four, C(C)(C)NC(C)C (diisopropyl amine), C1CCOC1 (THF), (2R,8S)-(+)-(camphorsulfonyl)oxaziridine, C1CCOC1 (THF), [NH4+].[Cl-] (NH4Cl), [Li]CCCC.CCCCCC (BuLi hexane). Solvent: C(C)(=O)OCC (ethyl acetate), O (water). Conditions: temperature -10 celsius, time 40 minute. The product is C(C)OC(=O)C1(CCN(CC1)C(=O)OC(C)(C)C)O (4-Hydroxy-piperidine-1,4-dicarboxylic acid 1-tert-butyl ester 4-ethyl ester). As a reaction SMILES: C(NC(C)C)(C)C.[Li]CCCC.CCCCCC.[C:19]([O:23][C:24]([N:26]1[CH2:31][CH2:30][CH:29]([C:32]([O:34][CH2:35][CH3:36])=[O:33])[CH2:28][CH2:27]1)=[O:25])([CH3:22])([CH3:21])[CH3:20].[NH4+].[Cl-].C1C[O:42]CC1>C(OCC)(=O)C.O>[CH2:35]([O:34][C:32]([C:29]1([OH:42])[CH2:30][CH2:31][N:26]([C:24]([O:23][C:19]([CH3:22])([CH3:21])[CH3:20])=[O:25])[CH2:27][CH2:28]1)=[O:33])[CH3:36] |f:1.2,4.5|. Reported procedure: Under an inert atmosphere a 500 mL four necked round bottom flask (flame dried) with a mechanic stirrer was charged with 3.56 ml diisopropyl amine in 75 mL THF. At −10° C. 15.8 mL 1.6 N BuLi/hexane solution was added drop wise. The light yellow solution was stirred for 40 minutes at −10° C. and cooled then down to −75° C. 5.4 g ethyl 1-tert-butoxycarbonylpiperidine-4-carboxylate in 25 ml THF were added over 50 minutes and stirred for 3 h at −75° C. 5.5 g (2R,8S)-(+)-(camphorsulfonyl)oxaziridine ...